This data is from the Open Reaction Database (ORD), a public repository of structured organic reaction records. The task is: describe an organic reaction: reactants, conditions, products, and yield Starting materials: ClC1=NC=CC(=N1)C=1C(=NN2C1C=CC=C2)C=2C=C(C=CC2)NC(C2=C(C=CC=C2F)F)=O (N-{3-[3-(2-chloro-4-pyrimidinyl)pyrazolo[1,5-a]pyridin-2-yl]phenyl}-2,6-difluorobenzamide), Cl (HCl), COC1=C(C=C(C=C1)N)N1CCN(CC1)C ([4-(methyloxy)-3-(4-methyl-1-piperazinyl)phenyl]amine). Run in C(C)(C)O (isopropanol). The product is FC1=C(C(=O)NC2=CC(=CC=C2)C2=NN3C(C=CC=C3)=C2C2=NC(=NC=C2)NC2=CC(=C(C=C2)OC)N2CCN(CC2)C)C(=CC=C1)F (2,6-Difluoro-N-{3-[3-(2-{[4-(methyloxy)-3-(4-methyl-1-piperazinyl)phenyl]amino}-4-pyrimidinyl)pyrazolo[1,5-a]pyridin-2-yl]phenyl}benzamide). As a reaction SMILES: Cl[C:2]1[N:7]=[C:6]([C:8]2[C:9]([C:17]3[CH:18]=[C:19]([NH:23][C:24](=[O:33])[C:25]4[C:30]([F:31])=[CH:29][CH:28]=[CH:27][C:26]=4[F:32])[CH:20]=[CH:21][CH:22]=3)=[N:10][N:11]3[CH:16]=[CH:15][CH:14]=[CH:13][C:12]=23)[CH:5]=[CH:4][N:3]=1.[CH3:34][O:35][C:36]1[CH:41]=[CH:40][C:39]([NH2:42])=[CH:38][C:37]=1[N:43]1[CH2:48][CH2:47][N:46]([CH3:49])[CH2:45][CH2:44]1.Cl>C(O)(C)C>[F:32][C:26]1[CH:27]=[CH:28][CH:29]=[C:30]([F:31])[C:25]=1[C:24]([NH:23][C:19]1[CH:20]=[CH:21][CH:22]=[C:17]([C:9]2[C:8]([C:6]3[CH:5]=[CH:4][N:3]=[C:2]([NH:42][C:39]4[CH:40]=[CH:41][C:36]([O:35][CH3:34])=[C:37]([N:43]5[CH2:44][CH2:45][N:46]([CH3:49])[CH2:47][CH2:48]5)[CH:38]=4)[N:7]=3)=[C:12]3[CH:13]=[CH:14][CH:15]=[CH:16][N:11]3[N:10]=2)[CH:18]=1)=[O:33]. Procedure details: A mixture of N-{3-[3-(2-chloro-4-pyrimidinyl)pyrazolo[1,5-a]pyridin-2-yl]phenyl}-2,6-difluorobenzamide (which may be prepared according to a procedure similar to Example 11, Step C) and [4-(methyloxy)-3-(4-methyl-1-piperazinyl)phenyl]amine are heated in isopropanol with catalytic conc. HCl at approximately 85° C. to afford the product. ES-LCMS m/z 647 (M+H). Procedure details: A mixture of 2,6-dibromopyridine (1.5 g) in ethanol (6 mL) was treated with sodium ethoxide (3.55 mL) solution dropwise and resulting mixture was refluxed for 18 hours. The mixture was allowed to cool to room temperature and poured into a beaker containing 5% sodium bicarbonate, extracted with diethyl ether. The combined organics were washed with brine, dried, evaporated in vacuo and purified by column chromatography on silica gel (1-3% methanol in dichloromethane) to obtain the title compound (... RXN SMILES: Br[C:2]1[CH:7]=[CH:6][CH:5]=[C:4]([Br:8])[N:3]=1.[O-:9][CH2:10][CH3:11].[Na+].C(=O)(O)[O-].[Na+]>C(O)C>[Br:8][C:4]1[CH:5]=[CH:6][CH:7]=[C:2]([O:9][CH2:10][CH3:11])[N:3]=1 |f:1.2,3.4|. Starting materials: [O-]CC.[Na+] (sodium ethoxide), BrC1=NC(=CC=C1)Br (2,6-dibromopyridine), C([O-])(O)=O.[Na+] (sodium bicarbonate). Yields the product BrC1=NC(=CC=C1)OCC (2-Bromo-6-ethoxypyridine). The solvent is C(C)O (ethanol).